This data is from the Open Reaction Database (ORD), a public repository of structured organic reaction records. The task is: describe an organic reaction: reactants, conditions, products, and yield The reactants are [Br-], COc1ccc(Cl)cc1C(=O)N=c1sn(C(C)(C)C)cc1C=O, C1CCOC1, C[Mg+]. Yields the product COc1ccc(Cl)cc1C(=O)N=c1sn(C(C)(C)C)cc1C(C)O. Reaction SMILES: [Br-:24].[C:1]([CH3:2])([CH3:3])([CH3:4])[n:5]1[s:6][c:7](=[N:12][C:13]([c:14]2[c:15]([O:21][CH3:22])[cH:16][cH:17][c:18]([Cl:20])[cH:19]2)=[O:23])[c:8]([CH:10]=[O:11])[cH:9]1.[CH2:27]1[O:28][CH2:29][CH2:30][CH2:31]1.[CH3:25][Mg+:26]>>[C:1]([CH3:2])([CH3:3])([CH3:4])[n:5]1[s:6][c:7](=[N:12][C:13]([c:14]2[c:15]([O:21][CH3:22])[cH:16][cH:17][c:18]([Cl:20])[cH:19]2)=[O:23])[c:8]([CH:10]([OH:11])[CH3:25])[cH:9]1. Starting materials: FC(F)(F)S(=O)(=O)OC (methyl trifluoromethylsulfonate), OC(CC(=O)OCC)CC(=O)OCC (diethyl 3-hydroxyglutarate), C(C)(C)(C)C1=NC(=CC=C1)C(C)(C)C (2,6-di-tert-butylpyridine), solution, Cl (HCl). Solvent: C(Cl)Cl (DCM), C1CCOC1 (THF). Run at temperature -5 celsius, time 16 hour. The product is COC(CCO)CCO (3-Methoxypentane-1,5-diol). As a reaction SMILES: F[C:2](S(OC)(=O)=O)(F)F.[OH:10][CH:11]([CH2:18][C:19]([O:21]CC)=O)[CH2:12][C:13](OCC)=[O:14].C(C1C=CC=C(C(C)(C)C)N=1)(C)(C)C.Cl>C(Cl)Cl.C1COCC1>[CH3:2][O:10][CH:11]([CH2:18][CH2:19][OH:21])[CH2:12][CH2:13][OH:14]. Procedure details: 25 ml of methyl trifluoromethylsulfonate are added to a solution of 30 g of diethyl 3-hydroxyglutarate and 33 ml of 2,6-di-tert-butylpyridine in 500 ml of DCM and the mixture is refluxed for 5 hours. After cooling, 500 ml of a 0.5N solution of HCl are added, the organic phase is decanted and dried over magnesium sulfate and the solvent is evaporated off under vacuum. The solid obtained is taken up with 200 ml of anhydrous THF, the mixture is filtered and the filtrate is then cooled to -5° C. 160... Starting materials: N#CCBr, C1CCOC1, C[Si](C)(C)[N-][Si](C)(C)C, CC(C(=O)N1CCCCC1)N1CCC(NS(=O)(=O)c2ccc3cc(Cl)ccc3c2)C1=O, [Li+]. The product is CC(C(=O)N1CCCCC1)N1CCC(N(CC#N)S(=O)(=O)c2ccc3cc(Cl)ccc3c2)C1=O. RXN SMILES: [Br:42][CH2:43][C:44]#[N:45].[CH2:46]1[O:47][CH2:48][CH2:49][CH2:50]1.[CH3:32][Si:33]([N-:34][Si:35]([CH3:36])([CH3:37])[CH3:38])([CH3:39])[CH3:40].[Cl:1][c:2]1[cH:3][c:4]2[cH:5][cH:6][c:7]([S:12](=[O:13])(=[O:14])[NH:15][CH:16]3[C:17](=[O:31])[N:18]([CH:21]([C:22]([N:23]4[CH2:24][CH2:25][CH2:26][CH2:27][CH2:28]4)=[O:29])[CH3:30])[CH2:19][CH2:20]3)[cH:8][c:9]2[cH:10][cH:11]1.[Li+:41]>>[Cl:1][c:2]1[cH:3][c:4]2[cH:5][cH:6][c:7]([S:12](=[O:13])(=[O:14])[N:15]([CH:16]3[C:17](=[O:31])[N:18]([CH:21]([C:22]([N:23]4[CH2:24][CH2:25][CH2:26][CH2:27][CH2:28]4)=[O:29])[CH3:30])[CH2:19][CH2:20]3)[CH2:43][C:44]#[N:45])[cH:8][c:9]2[cH:10][cH:11]1.